This data is from the Open Reaction Database (ORD), a public repository of structured organic reaction records. The task is: describe an organic reaction: reactants, conditions, products, and yield The reactants are mixture, C(C)(=O)O (acetic acid), C1CCOC1 (THF), C1(=CC=CC=C1)SOC(CC(C)O[Si](C)(C)C(C)(C)C)=O ((-)-3-t-butyldimethylsilyloxybutyric acid phenylthioester). Solvent: O (water). Conditions: temperature 50 celsius, time 24 hour. The product is C1(=CC=CC=C1)SOC(CC(C)O)=O ((-)-3-hydroxybutyric acid phenylthioester). Isolated yield 90.1%. As a reaction SMILES: C(O)(=O)C.C1COCC1.[C:10]1([S:16][O:17][C:18](=[O:30])[CH2:19][CH:20]([O:22][Si](C(C)(C)C)(C)C)[CH3:21])[CH:15]=[CH:14][CH:13]=[CH:12][CH:11]=1>O>[C:10]1([S:16][O:17][C:18](=[O:30])[CH2:19][CH:20]([OH:22])[CH3:21])[CH:11]=[CH:12][CH:13]=[CH:14][CH:15]=1. Procedure: There was added 50 ml of a mixture of acetic acid, THF and water (3:1:1) to 3.26 g (10.4 mml) of (-)-3-t-butyldimethylsilyloxybutyric acid phenylthioester and the mixture was stirred at 50° C. for 24 hours. The obtained reaction mixture was concentrated and distilled at 128° to 130° C. under a pressure of 0.8 mmHg to give 1.91 g of (-)-3-hydroxybutyric acid phenylthioester.